This data is from the Open Reaction Database (ORD), a public repository of structured organic reaction records. The task is: describe an organic reaction: reactants, conditions, products, and yield The reactants are C1CCOC1, CCOC(C)=O, COCCNS(=O)(=O)c1cccc(-n2nc(C(C)(C)C)cc2N)c1, [Na+], [Na+], O=C([O-])[O-], O=C(Cl)Oc1ccccc1. Product: COCCNS(=O)(=O)c1cccc(-n2nc(C(C)(C)C)cc2NC(=O)Oc2ccccc2)c1. As a reaction SMILES: [CH2:47]1[O:48][CH2:49][CH2:50][CH2:51]1.[CH3:41][CH2:42][O:43][C:44](=[O:45])[CH3:46].[NH2:1][c:2]1[cH:3][c:4]([C:21]([CH3:22])([CH3:23])[CH3:24])[n:5][n:6]1-[c:7]1[cH:8][c:9]([S:13](=[O:14])(=[O:15])[NH:16][CH2:17][CH2:18][O:19][CH3:20])[cH:10][cH:11][cH:12]1.[Na+:25].[Na+:26].[O-:27][C:28](=[O:29])[O-:30].[c:31]1([O:37][C:38](=[O:39])[Cl:40])[cH:32][cH:33][cH:34][cH:35][cH:36]1>>[NH:1]([c:2]1[cH:3][c:4]([C:21]([CH3:22])([CH3:23])[CH3:24])[n:5][n:6]1-[c:7]1[cH:8][c:9]([S:13](=[O:14])(=[O:15])[NH:16][CH2:17][CH2:18][O:19][CH3:20])[cH:10][cH:11][cH:12]1)[C:38]([O:37][c:31]1[cH:32][cH:33][cH:34][cH:35][cH:36]1)=[O:39]. Reactants: [Al+3], CCn1c2c(c3ccccc31)C1CCC2C(N(C)C=O)C1, [H-], [H-], [H-], [H-], [Li+], C1CCOC1. Yields the product CCn1c2c(c3ccccc31)C1CCC2C(N(C)C)C1. RXN SMILES: [Al+3:2].[CH2:7]([CH3:8])[n:9]1[c:10]2[cH:11][cH:12][cH:13][cH:14][c:15]2[c:16]2[c:21]1[CH:20]1[CH:19]([N:24]([CH:25]=[O:26])[CH3:27])[CH2:18][CH:17]2[CH2:23][CH2:22]1.[H-:1].[H-:4].[H-:5].[H-:6].[Li+:3].[O:28]1[CH2:29][CH2:30][CH2:31][CH2:32]1>>[CH2:7]([CH3:8])[n:9]1[c:10]2[cH:11][cH:12][cH:13][cH:14][c:15]2[c:16]2[c:21]1[CH:20]1[CH:19]([N:24]([CH3:25])[CH3:27])[CH2:18][CH:17]2[CH2:23][CH2:22]1. The reactants are N(=[N+]=[N-])C=1C=C(C=CC1)O (3-azidophenol), NC1=CC=C(C=C1)O (4-aminophenol). Yields the product N(=[N+]=[N-])C1=CC=C(C=C1)O (4-Azidophenol), dark red oil. The yield is 85.0%. RXN SMILES: [N:1]([C:4]1[CH:5]=[C:6](O)[CH:7]=[CH:8][CH:9]=1)=[N+:2]=[N-:3].NC1C=CC([OH:18])=CC=1>>[N:1]([C:4]1[CH:5]=[CH:6][C:7]([OH:18])=[CH:8][CH:9]=1)=[N+:2]=[N-:3]. Procedure details: 4-Azidophenol was prepared similarly to 3-azidophenol, using 4-aminophenol (5.0 g) instead of 3-aminophenol. This gave 5.27 g (85% yield) of a dark red oil. 1H NMR (acetone-d6, 300 MHz, ppm): 8.48 (s, 1H, Ar—OH), 6.94 (m, 4H, Ar—H). 13C NMR (MeOD-d4, 75 MHz, ppm): 156.4, 132.4, 121.1, 117.7. FT-IR (cm−1): 3372, 2113, 2072. The reactants are C1CCOC1, Cc1ccc(N)cc1O, CCn1nc(C)cc1C(=O)Nc1cccc(C(=O)c2ccc3c(c2)NC(=O)C3=CO)c1. Product: CCn1nc(C)cc1C(=O)Nc1cccc(C(=O)c2ccc3c(c2)NC(=O)C3=CNc2ccc(C)c(O)c2)c1. RXN SMILES: [CH2:41]1[O:42][CH2:43][CH2:44][CH2:45]1.[NH2:32][c:33]1[cH:34][cH:35][c:36]([CH3:40])[c:37]([OH:39])[cH:38]1.[OH:1][CH:2]=[C:3]1[C:4](=[O:31])[NH:5][c:6]2[cH:7][c:8]([C:12](=[O:13])[c:14]3[cH:15][c:16]([NH:20][C:21](=[O:22])[c:23]4[n:24]([CH2:29][CH3:30])[n:25][c:26]([CH3:28])[cH:27]4)[cH:17][cH:18][cH:19]3)[cH:9][cH:10][c:11]21>>[CH:2](=[C:3]1[C:4](=[O:31])[NH:5][c:6]2[cH:7][c:8]([C:12](=[O:13])[c:14]3[cH:15][c:16]([NH:20][C:21](=[O:22])[c:23]4[n:24]([CH2:29][CH3:30])[n:25][c:26]([CH3:28])[cH:27]4)[cH:17][cH:18][cH:19]3)[cH:9][cH:10][c:11]21)[NH:32][c:33]1[cH:34][cH:35][c:36]([CH3:40])[c:37]([OH:39])[cH:38]1.